From a dataset of the Open Reaction Database (ORD), a public repository of structured organic reaction records. describe an organic reaction: reactants, conditions, products, and yield Starting materials: BrC=1C=CC(=C(C1)C1(COC(C(N1)=O)(C)C)C(F)F)F (5-(5-Bromo-2-fluoro-phenyl)-5-difluoromethyl-2,2-dimethyl-morpholin-3-one), C(C)(=O)[O-].[Na+] (sodium acetate), [H][H] (hydrogen). The reagents and catalysts are [Pd] (Pd on charcoal). Run in CO (methanol), C1CCOC1 (THF). Yields the product FC(C1(COC(C(N1)=O)(C)C)C1=C(C=CC=C1)F)F (5-Difluoromethyl-5-(2-fluoro-phenyl)-2,2-dimethyl-morpholin-3-one). Isolated yield 99.3%. RXN SMILES: Br[C:2]1[CH:3]=[CH:4][C:5]([F:20])=[C:6]([C:8]2([CH:17]([F:19])[F:18])[NH:13][C:12](=[O:14])[C:11]([CH3:16])([CH3:15])[O:10][CH2:9]2)[CH:7]=1.C([O-])(=O)C.[Na+].[H][H]>CO.C1COCC1.[Pd]>[F:19][CH:17]([F:18])[C:8]1([C:6]2[CH:7]=[CH:2][CH:3]=[CH:4][C:5]=2[F:20])[NH:13][C:12](=[O:14])[C:11]([CH3:16])([CH3:15])[O:10][CH2:9]1 |f:1.2|. Reported procedure: 5-(5-Bromo-2-fluoro-phenyl)-5-difluoromethyl-2,2-dimethyl-morpholin-3-one (3.14 g, 8.92 mmol) and sodium acetate (1.46 g, 17.83 mmol) were suspended in 100 mL methanol and 10 mL THF. Eventually, 10% Pd on charcoal (315 mg) was added and the reaction mixture was treated with hydrogen (balloon) at rt. After 60 minutes the reaction mixture was filtered over celite and evaporated. The residue was partitioned between aqueous Na2CO3 solution and EtOAc. The layers were separated, washed with brine and ... Reactants: N1CCCC1 (pyrolidine), FC1=CC=C(C=C1)S(=O)(=O)Cl (p-flourobenzenesulfonyl chloride). Run in O (H2O), O (H2O). Conditions: time 1 hour. Product: N1(CCCC1)S(=O)(=O)C1=CC=C(C=C1)F (4-(pyrrolidinosulfonyl)-flourobenzene). The yield is 67.9%. RXN SMILES: [NH:1]1[CH2:5][CH2:4][CH2:3][CH2:2]1.[F:6][C:7]1[CH:12]=[CH:11][C:10]([S:13](Cl)(=[O:15])=[O:14])=[CH:9][CH:8]=1>O>[N:1]1([S:13]([C:10]2[CH:11]=[CH:12][C:7]([F:6])=[CH:8][CH:9]=2)(=[O:15])=[O:14])[CH2:5][CH2:4][CH2:3][CH2:2]1. Procedure: To a solution of pyrolidine (17 mL, 237 mmol) in 20 mL of H2O at room temperature was added p-flourobenzenesulfonyl chloride (15 g, 79 mmol) in portions over a 5 minute period. After 1 hour, the solution was diluted with 100 mL of H2O and extracted with ethyl acetate (3×50 mL). The organic was dried (Na2SO4) and concentrated in vacuo to give 12.3 g (72%) of 4-(pyrrolidinosulfonyl)-flourobenzene as a colorless oil that solidified on standing. This material was used in the following reaction witho... Reactants: C(C)OC(=O)C=1C=2C[C@@H]3[C@H](C2N(N1)C1=NC=C(N=C1)Br)C3 ((1aR,5aR)-2-(5-bromopyrazin-2-yl)-1a,2,5,5a-tetrahydro-1H-2,3-diaza-cyclopropa[a]pentalene-4-carboxylic acid ethyl ester), [OH-].[Na+] (NaOH). Solvent: C1CCOC1 (THF). Reaction conditions: temperature 120 celsius. Product: OC=1N=CC(=NC1)N1N=C(C=2C[C@@H]3[C@H](C12)C3)C(=O)O ((1aR,5aR)-2-(5-Hydroxypyrazin-2-yl)-1a,2,5,5a-tetrahydro-1H-2,3-diaza-cyclopropa[a]pentalene-4-carboxylic Acid). Isolated yield 70.4%. RXN SMILES: C([O:3][C:4]([C:6]1[C:7]2[CH2:8][C@H:9]3[CH2:21][C@H:10]3[C:11]=2[N:12]([C:14]2[CH:19]=[N:18][C:17](Br)=[CH:16][N:15]=2)[N:13]=1)=[O:5])C.[OH-:22].[Na+]>C1COCC1>[OH:22][C:17]1[N:18]=[CH:19][C:14]([N:12]2[C:11]3[C@@H:10]4[CH2:21][C@@H:9]4[CH2:8][C:7]=3[C:6]([C:4]([OH:3])=[O:5])=[N:13]2)=[N:15][CH:16]=1 |f:1.2|. Procedure: To a mixture of (1aR,5aR)-2-(5-bromopyrazin-2-yl)-1a,2,5,5a-tetrahydro-1H-2,3-diaza-cyclopropa[a]pentalene-4-carboxylic acid ethyl ester (100 mg, 0.286 mmol) in THF was added 1 N NaOH solution (1.43 mL, 1.43 mmol). The reaction was heated at 120° C. for 1 h under microwave irradiation. The solvent was removed. The residue was added water and acidified with HCl solution to give the title compound (52 mg) as an off-white solid. Reactants: CCOc1cc2nc(-c3nn(C4CCCCO4)cc3[N+](=O)[O-])[nH]c2cc1CC, CCO. Yields the product CCOc1cc2nc(-c3nn(C4CCCCO4)cc3N)[nH]c2cc1CC. RXN SMILES: [CH2:1]([CH3:2])[O:3][c:4]1[cH:5][c:6]2[c:7]([nH:8][c:9](-[c:11]3[n:12][n:13]([CH:19]4[O:20][CH2:21][CH2:22][CH2:23][CH2:24]4)[cH:14][c:15]3[N+:16]([O-:17])=[O:18])[n:10]2)[cH:25][c:26]1[CH2:27][CH3:28].[CH3:29][CH2:30][OH:31]>>[CH2:1]([CH3:2])[O:3][c:4]1[cH:5][c:6]2[c:7]([nH:8][c:9](-[c:11]3[n:12][n:13]([CH:19]4[O:20][CH2:21][CH2:22][CH2:23][CH2:24]4)[cH:14][c:15]3[NH2:16])[n:10]2)[cH:25][c:26]1[CH2:27][CH3:28].